This data is from the Open Reaction Database (ORD), a public repository of structured organic reaction records. The task is: describe an organic reaction: reactants, conditions, products, and yield The reactants are O=C(O)CCCCC=CC1C=CCC1=O, [Na+], [OH-]. Yields the product O=C(O)CCCCC=CC1=CCCC1=O. Reaction SMILES: [C:1](=[O:2])([OH:3])[CH2:4][CH2:5][CH2:6][CH2:7][CH:8]=[CH:9][CH:10]1[C:11](=[O:15])[CH2:12][CH:13]=[CH:14]1.[Na+:17].[OH-:16]>>[C:1](=[O:2])([OH:3])[CH2:4][CH2:5][CH2:6][CH2:7][CH:8]=[CH:9][C:10]1=[CH:14][CH2:13][CH2:12][C:11]1=[O:15]. The reactants are BrC=1C(=NNC1)C#N (4-Bromo-1H-pyrazole-3-carbonitrile), O1CCCC=C1 (3,4-dihydro-2H-pyran), [H-].[Na+] (NaH). The reagents and catalysts are C(=O)(C(F)(F)F)O (TFA). Reaction conditions: temperature 95 celsius, time 1 hour. The product is BrC1=C(N(N=C1)C1OCCCC1)C#N (4-Bromo-2-(tetrahydro-pyran-2-yl)-2H-pyrazole-3-carbonitrile). Isolated yield 40.4%. RXN SMILES: [Br:1][C:2]1[C:3]([C:7]#[N:8])=[N:4][NH:5][CH:6]=1.[O:9]1[CH:14]=[CH:13][CH2:12][CH2:11][CH2:10]1.[H-].[Na+]>C(O)(C(F)(F)F)=O>[Br:1][C:2]1[CH:6]=[N:5][N:4]([CH:10]2[CH2:11][CH2:12][CH2:13][CH2:14][O:9]2)[C:3]=1[C:7]#[N:8] |f:2.3|. Procedure: 4-Bromo-1H-pyrazole-3-carbonitrile (150 mg, 0.87 mmol) is dissolved in 3,4-dihydro-2H-pyran (25 mL, 2.6 mmol) in the presence of a catalytic amount of TFA (1 mg, 0.009 mmol). The reaction mixture is stirred at 95° C. for 1 hour, cooled and then quenched using NaH (1.2 mg, 0.052 mmol). After removing the solvent, the residue is purified by silica gel column chromatography eluting with a mixture of 3:1 petroleum ether-dichloromethane, followed by 10:1 petroleum ether-ethyl acetate. The fractions c... Starting materials: OC1=C2C(=C(N(C2=CC=C1)CC1=CC=CC=C1)C)CC(=O)N (4-hydroxy-2-methyl-1-(phenylmethyl)-1H-indole-3-acetamide), [H-].[Na+] (NaH), BrCCCC(=O)OCC (ethyl 4-bromobutyrate). Solvent: O (water). Conditions: time 2 hour. The product is C(C)OC(CCCOC1=C2C(=C(N(C2=CC=C1)CC1=CC=CC=C1)C)CC(=O)N)=O (4-[[3-(2-amino-2-oxoethyl)-2-methyl-1-(phenylmethyl)-1H-indol-4-yl]oxy]butanoic acid ethyl ester). The yield is 57.5%. Reaction SMILES: [OH:1][C:2]1[CH:10]=[CH:9][CH:8]=[C:7]2[C:3]=1[C:4]([CH2:19][C:20]([NH2:22])=[O:21])=[C:5]([CH3:18])[N:6]2[CH2:11][C:12]1[CH:17]=[CH:16][CH:15]=[CH:14][CH:13]=1.[H-].[Na+].Br[CH2:26][CH2:27][CH2:28][C:29]([O:31][CH2:32][CH3:33])=[O:30]>O>[CH2:32]([O:31][C:29](=[O:30])[CH2:28][CH2:27][CH2:26][O:1][C:2]1[CH:10]=[CH:9][CH:8]=[C:7]2[C:3]=1[C:4]([CH2:19][C:20]([NH2:22])=[O:21])=[C:5]([CH3:18])[N:6]2[CH2:11][C:12]1[CH:17]=[CH:16][CH:15]=[CH:14][CH:13]=1)[CH3:33] |f:1.2|. Procedure: A solution of 294 mg (1 mmol) of 4-hydroxy-2-methyl-1-(phenylmethyl)-1H-indole-3-acetamide was treated with 40 mg (1 mmol) of 60% NaH/mineral oil and after 1 hour, 0.15 mL (1 mmol) of ethyl 4-bromobutyrate was added. The mixture was stirred for 2 hours, diluted with water and extracted with EtOAc. The EtOAc solution was washed with NaCl solution, dried (MgSO4), and concentrated at reduced pressure. The residue was crystallized from MeOH/hexane to give a total of 235 mg (58% yield) of 4-[[3-(2-am... The reactants are FC(OC1=C(C(=C(C=C1)C1=C2CCC(C2=CC=C1)=O)O)OC)F (4-(4-(difluoromethoxy)-2-hydroxy-3-methoxyphenyl)-2,3-dihydro-1H-inden-1-one), C([O-])([O-])=O.[K+].[K+] (potassium carbonate), BrCC(CO)(C)C (3-bromo-2,2-dimethyl-propan-1-ol). The solvent is C(C)#N (acetonitrile). Run at temperature 80 celsius. Yields the product FC(OC1=C(C(=C(C=C1)C1=C2CCC(C2=CC=C1)=O)OCC(CO)(C)C)OC)F (4-[4-Difluoromethoxy-2-(3-hydroxy-2,2-dimethyl-propoxy)-3-methoxy-phenyl]-indan-1-one). The yield is 29.5%. RXN SMILES: [F:1][CH:2]([F:23])[O:3][C:4]1[CH:9]=[CH:8][C:7]([C:10]2[CH:18]=[CH:17][CH:16]=[C:15]3[C:11]=2[CH2:12][CH2:13][C:14]3=[O:19])=[C:6]([OH:20])[C:5]=1[O:21][CH3:22].C(=O)([O-])[O-].[K+].[K+].Br[CH2:31][C:32]([CH3:36])([CH3:35])[CH2:33][OH:34]>C(#N)C>[F:1][CH:2]([F:23])[O:3][C:4]1[CH:9]=[CH:8][C:7]([C:10]2[CH:18]=[CH:17][CH:16]=[C:15]3[C:11]=2[CH2:12][CH2:13][C:14]3=[O:19])=[C:6]([O:20][CH2:31][C:32]([CH3:36])([CH3:35])[CH2:33][OH:34])[C:5]=1[O:21][CH3:22] |f:1.2.3|. Procedure: To a stirring solution of 4-(4-(difluoromethoxy)-2-hydroxy-3-methoxyphenyl)-2,3-dihydro-1H-inden-1-one (80 mg, 0.25 mmol) in acetonitrile (10 mL) was added potassium carbonate (104 mg, 0.75 mmol) and followed by 3-bromo-2,2-dimethyl-propan-1-ol (125 mg, 0.75 mmol) and the resultant reaction mixture was heated to 80° C. for 16 h. The reaction mixture was cooled to RT, filtered through celite and the filtrate was concentrated under reduced pressure. The residue was purified by column chromatograph... Yields the product ClC1=C2C(C=C(NC2=CC(=C1Cl)Cl)C(=O)O)=O (5,6,7-trichloro-4-oxo-1,4-dihydroquinoline-2-carboxylic acid). Starting materials: ClC1=C2C(C=C(NC2=CC(=C1Cl)Cl)C(=O)OC)=O (methyl 5,6,7-trichloro-4-oxo-1,4-dihydroquinoline-2-carboxylate), [OH-].[Na+] (sodium hydroxide). As a reaction SMILES: [Cl:1][C:2]1[C:11]([Cl:12])=[C:10]([Cl:13])[CH:9]=[C:8]2[C:3]=1[C:4](=[O:18])[CH:5]=[C:6]([C:14]([O:16]C)=[O:15])[NH:7]2.[OH-].[Na+]>>[Cl:1][C:2]1[C:11]([Cl:12])=[C:10]([Cl:13])[CH:9]=[C:8]2[C:3]=1[C:4](=[O:18])[CH:5]=[C:6]([C:14]([OH:16])=[O:15])[NH:7]2 |f:1.2|. Isolated yield 75.1%. Procedure details: Treatment of methyl 5,6,7-trichloro-4-oxo-1,4-dihydroquinoline-2-carboxylate (3 g) with sodium hydroxide (1.57 g) as described in Example 1c, gave 5,6,7-trichloro-4-oxo-1,4-dihydroquinoline-2-carboxylic acid (2.15 g). m.p. 290° C. (dec), δ (360 MHz, NAOD) 6.69 (1H, s, 3-H) and 7.66 (1H, s, 8-H) (Found: C, 40.90; H, 1.15; N, 4.78%, C10H4NO3Cl3 requires C, 41.06; H, 1.38; N, 4.79%). Reactants: C[Si](C)(C)C#C (trimethylsilylacetylene), C(C)[Mg]Cl (ethyl magnesium chloride), [Cl-].[NH4+] (ammonium chloride), C(C)(=O)OC1CC(N1)=O (4-acetoxy-2-azetidinone). Run in O1CCCC1 (tetrahydrofuran), C(C)(=O)OCC (Ethyl acetate). Run at temperature -30 celsius, time 1 hour. The product is C[Si](C#CC1CC(N1)=O)(C)C (4-(2-trimethylsilylethynyl)-2-azetidinone). As a reaction SMILES: [CH3:1][Si:2]([C:5]#[CH:6])([CH3:4])[CH3:3].C([Mg]Cl)C.C(O[CH:15]1[NH:18][C:17](=[O:19])[CH2:16]1)(=O)C.[Cl-].[NH4+]>O1CCCC1.C(OCC)(=O)C>[CH3:1][Si:2]([CH3:4])([CH3:3])[C:5]#[C:6][CH:15]1[NH:18][C:17](=[O:19])[CH2:16]1 |f:3.4|. Procedure: To a solution of trimethylsilylacetylene (1715 ml) in tetrahydrofuran (18.0 l) was added ethyl magnesium chloride (2.0M solution in tetrahydrofuran; 6.19 l) was added dropwise below −30° C. under nitrogen atmosphere. The reaction mixture was allowed to 0° C. and stirred for 1 hour. After cooling to −30° C., 4-acetoxy-2-azetidinone (320 g) was added and warmed to room temperature, and stirred for 2 hours. After cooling to −20° C., saturated ammonium chloride (4.0 l) was added. Ethyl acetate (20 l...